This data is from the Open Reaction Database (ORD), a public repository of structured organic reaction records. The task is: describe an organic reaction: reactants, conditions, products, and yield The reactants are [H-].[Na+] (NaH), CC1(COC2(C(NC3=CC=C(C=C23)[N+](=O)[O-])=O)OC1)C (5,5-dimethyl-5′-nitrospiro[[1,3]dioxane-2,3′-indolin]-2′-one), BrCC(=O)OC (Methyl 2-bromoacetate). Solvent: CN(C)C=O (DMF). Run at temperature 0 celsius, time 10 minute. The product is CC1(COC2(C(N(C3=CC=C(C=C23)[N+](=O)[O-])CC(=O)OC)=O)OC1)C (methyl 2-(5,5-dimethyl-5′-nitro-2′-oxospiro[[1,3]dioxane-2,3′-indoline]-1′-yl)acetate). Yield: 75.7%. As a reaction SMILES: [CH3:1][C:2]1([CH3:20])[CH2:19][O:18][C:5]2([C:13]3[C:8](=[CH:9][CH:10]=[C:11]([N+:14]([O-:16])=[O:15])[CH:12]=3)[NH:7][C:6]2=[O:17])[O:4][CH2:3]1.[H-].[Na+].Br[CH2:24][C:25]([O:27][CH3:28])=[O:26]>CN(C=O)C>[CH3:1][C:2]1([CH3:20])[CH2:3][O:4][C:5]2([C:13]3[C:8](=[CH:9][CH:10]=[C:11]([N+:14]([O-:16])=[O:15])[CH:12]=3)[N:7]([CH2:24][C:25]([O:27][CH3:28])=[O:26])[C:6]2=[O:17])[O:18][CH2:19]1 |f:1.2|. Reported procedure: Crude 5,5-dimethyl-5′-nitrospiro[[1,3]dioxane-2,3′-indolin]-2′-one (obtained as described in Example 17, Step 1) (361 mg) was dissolved in dry DMF (11 ml) and cooled to 0° C.; NaH (60% w/w dispersion in mineral oil, 83 mg, 2.076 mmol) was added; and the mixture was stirred at 0° C. for 10 minutes (the reaction turned dark orange). Methyl 2-bromoacetate (0.144 ml, 1.557 mmol) was then added, the reaction was warmed to room temperature and stirred for 3 hours. The solvent was evaporated, water was... Starting materials: BrC1=C(N(N=C1)C)C=O (4-bromo-2-methyl-2H-pyrazole-3-carbaldehyde), C1(=CC=CC=C1)CCC[Mg]Br (3-phenyl-propyl magnesium bromide). Yields the product BrC1=C(N(N=C1)C)C(CCCC1=CC=CC=C1)O (1-(4-Bromo-2-methyl-2H-pyrazol-3-yl)-4-phenyl-butan-1-ol). Reaction SMILES: [Br:1][C:2]1[CH:6]=[N:5][N:4]([CH3:7])[C:3]=1[CH:8]=[O:9].[C:10]1([CH2:16][CH2:17][CH2:18][Mg]Br)[CH:15]=[CH:14][CH:13]=[CH:12][CH:11]=1>>[Br:1][C:2]1[CH:6]=[N:5][N:4]([CH3:7])[C:3]=1[CH:8]([OH:9])[CH2:18][CH2:17][CH2:16][C:10]1[CH:15]=[CH:14][CH:13]=[CH:12][CH:11]=1. Procedure details: Prepared according to the procedure described in Example 5, Step 1, using the following starting materials: 4-bromo-2-methyl-2H-pyrazole-3-carbaldehyde and 3-phenyl-propyl magnesium bromide. Starting materials: COc1ccc2c(c1)C(=O)c1ccccc1CO2, Cl, O, c1ccncc1. The product is O=C1c2ccccc2COc2ccc(O)cc21. As a reaction SMILES: [CH3:1][O:2][c:3]1[cH:4][c:5]2[c:6]([cH:17][cH:18]1)[O:7][CH2:8][c:9]1[c:10]([cH:13][cH:14][cH:15][cH:16]1)[C:11]2=[O:12].[ClH:19].[OH2:26].[n:20]1[cH:21][cH:22][cH:23][cH:24][cH:25]1>>[OH:2][c:3]1[cH:4][c:5]2[c:6]([cH:17][cH:18]1)[O:7][CH2:8][c:9]1[c:10]([cH:13][cH:14][cH:15][cH:16]1)[C:11]2=[O:12]. Reactants: CCCCO, CCN(C(C)C)C(C)C, COC(=O)c1cccc2nc(C(C)N)c(-c3cncc(F)c3)n12, N#Cc1c(N)ncnc1Cl. The product is COC(=O)c1cccc2nc(C(C)Nc3ncnc(N)c3C#N)c(-c3cncc(F)c3)n12. RXN SMILES: [CH2:43]([OH:44])[CH2:45][CH2:46][CH3:47].[CH:34]([N:35]([CH2:36][CH3:37])[CH:38]([CH3:39])[CH3:40])([CH3:41])[CH3:42].[NH2:1][CH:2]([CH3:3])[c:4]1[n:5][c:6]2[n:7]([c:8]([C:12](=[O:13])[O:14][CH3:15])[cH:9][cH:10][cH:11]2)[c:16]1-[c:17]1[cH:18][n:19][cH:20][c:21]([F:23])[cH:22]1.[NH2:24][c:25]1[n:26][cH:27][n:28][c:29]([Cl:33])[c:30]1[C:31]#[N:32]>>[NH:1]([CH:2]([CH3:3])[c:4]1[n:5][c:6]2[n:7]([c:8]([C:12](=[O:13])[O:14][CH3:15])[cH:9][cH:10][cH:11]2)[c:16]1-[c:17]1[cH:18][n:19][cH:20][c:21]([F:23])[cH:22]1)[c:29]1[n:28][cH:27][n:26][c:25]([NH2:24])[c:30]1[C:31]#[N:32]. The reactants are COC(COC\C=C/CN1C(CCC[C@@H]1\C=C\C(CC1=CC=CC=C1)=O)=O)=O ({(Z)-4-[(R)-2-oxo-6-((E)-3-oxo-4-phenyl-but-1-enyl)-piperidin-1-yl]-but-2-enyloxy}-acetic acid methyl ester). The reagents and catalysts are C1=CC=C(C=C1)P(C2=CC=CC=C2)C3=CC=CC=C3.C1=CC=C(C=C1)P(C2=CC=CC=C2)C3=CC=CC=C3.C1=CC=C(C=C1)P(C2=CC=CC=C2)C3=CC=CC=C3.C1=CC=C(C=C1)P(C2=CC=CC=C2)C3=CC=CC=C3.C1=CC=C(C=C1)P(C2=CC=CC=C2)C3=CC=CC=C3.C1=CC=C(C=C1)P(C2=CC=CC=C2)C3=CC=CC=C3.[Cu].[Cu].[Cu].[Cu].[Cu].[Cu] (hydrido(triphenylphosphine)copper(I) hexamer). The solvent is CC#N (CH3CN). Run at time 1 hour. The product is COC(COC\C=C/CN1C(CCC[C@@H]1CCC(CC1=CC=CC=C1)=O)=O)=O ({(Z)-4-[(R)-2-Oxo-6-(3-oxo-4-phenyl-butyl)-piperidin-1-yl]-but-2-enyloxy}-acetic Acid Methyl Ester). The yield is 79.0%. Reaction SMILES: [CH3:1][O:2][C:3](=[O:28])[CH2:4][O:5][CH2:6]/[CH:7]=[CH:8]\[CH2:9][N:10]1[C@@H:15](/[CH:16]=[CH:17]/[C:18](=[O:26])[CH2:19][C:20]2[CH:25]=[CH:24][CH:23]=[CH:22][CH:21]=2)[CH2:14][CH2:13][CH2:12][C:11]1=[O:27]>CC#N.C1C=CC(P(C2C=CC=CC=2)C2C=CC=CC=2)=CC=1.C1C=CC(P(C2C=CC=CC=2)C2C=CC=CC=2)=CC=1.C1C=CC(P(C2C=CC=CC=2)C2C=CC=CC=2)=CC=1.C1C=CC(P(C2C=CC=CC=2)C2C=CC=CC=2)=CC=1.C1C=CC(P(C2C=CC=CC=2)C2C=CC=CC=2)=CC=1.C1C=CC(P(C2C=CC=CC=2)C2C=CC=CC=2)=CC=1.[Cu].[Cu].[Cu].[Cu].[Cu].[Cu]>[CH3:1][O:2][C:3](=[O:28])[CH2:4][O:5][CH2:6]/[CH:7]=[CH:8]\[CH2:9][N:10]1[C@@H:15]([CH2:16][CH2:17][C:18](=[O:26])[CH2:19][C:20]2[CH:25]=[CH:24][CH:23]=[CH:22][CH:21]=2)[CH2:14][CH2:13][CH2:12][C:11]1=[O:27] |f:2.3.4.5.6.7.8.9.10.11.12.13|. Procedure: A solution of {(Z)-4-[(R)-2-oxo-6-((E)-3-oxo-4-phenyl-but-1-enyl)-piperidin-1-yl]-but-2-enyloxy}-acetic acid methyl ester (24.6 mg, 0.064 mmol) in CH3CN (1.5 mL) was added via cannula to hydrido(triphenylphosphine)copper(I) hexamer (125 mg, 0.064 mmol) at −40° C. After 1 h at −40° C., the reaction was allowed to warm to rt. After 3 h at rt, the reaction was quenched by addition of a solution of NH4OH and saturated aqueous NH4Cl (1:1, 6 mL). The mixture was extracted with EtOAc (3×10 mL). The com... Starting materials: C(C)(=O)OCC.CCCCCC (ethyl acetate n-hexane), COC1=C(C(=C(C(=C1CCCCCC1=C(C(=CC(=C1OCOC)OC)OCOC)OC)OCOC)OC)C)OCOC (1,4-dimethoxy-2,5-bis(methoxymethoxy)-3-methyl-6-{5-[2,5-dimethoxy-3,6-bis(methoxymethoxy)phenyl]pentyl}benzene), O1CCCC1.C(C)(C)O (tetrahydrofuran isopropanol), Cl (hydrogen chloride). Run in O1CCCC1 (tetrahydrofuran), C(C)(C)O (isopropanol). Reaction conditions: time 12 hour. Product: COC=1C(C(=C(C(C1C)=O)OC)CCCCCC1=C(C(C=C(C1=O)OC)=O)OC)=O (2,5-dimethoxy3-methyl-6-[5-(2,5-dimethoxy-1,4-benzoquinon-3-yl)pentyl]1,4-benzoquinone). RXN SMILES: [CH3:1][O:2][C:3]1[C:8]([CH2:9][CH2:10][CH2:11][CH2:12][CH2:13][C:14]2[C:19]([O:20]COC)=[C:18]([O:24][CH3:25])[CH:17]=[C:16]([O:26]COC)[C:15]=2[O:30][CH3:31])=[C:7]([O:32]COC)[C:6]([O:36][CH3:37])=[C:5]([CH3:38])[C:4]=1[O:39]COC.O1CCCC1.C(O)(C)C.Cl.C(OCC)(=O)C.CCCCCC>O1CCCC1.C(O)(C)C>[CH3:37][O:36][C:6]1[C:7](=[O:32])[C:8]([CH2:9][CH2:10][CH2:11][CH2:12][CH2:13][C:14]2[C:19](=[O:20])[C:18]([O:24][CH3:25])=[CH:17][C:16](=[O:26])[C:15]=2[O:30][CH3:31])=[C:3]([O:2][CH3:1])[C:4](=[O:39])[C:5]=1[CH3:38] |f:1.2,4.5|. Procedure details: 426 Milligrams of 1,4-dimethoxy-2,5-bis(methoxymethoxy)-3-methyl-6-{5-[2,5-dimethoxy-3,6-bis(methoxymethoxy)phenyl]pentyl}benzene was dissolved in 5 ml of tetrahydrofuran and 5 ml of isopropanol, under nitrogen gas stream conditions, 1 ml of tetrahydrofuran-isopropanol (1:1) solution of 20% hydrogen chloride was added thereto, and the mixture was stirred at room temperature for 12 hours. The solvent was removed by evaporation under reduced pressure to obtain colorless powdery substance. This sub...